Dataset: the Open Reaction Database (ORD), a public repository of structured organic reaction records. Task: describe an organic reaction: reactants, conditions, products, and yield The reactants are ClC=1C=C(C=CC1)C=1C=C2C=CN(C2=CC1)C1CCCC1 (5-(3-chlorophenyl)-1-cyclopentyl-1H-indole), C1CCOC1 (THF), C(=O)(C(=O)Cl)Cl ((COCl)2). Yields the product ClC=1C=C(C=CC1)C=1C=C2C(=CN(C2=CC1)C1CCCC1)C(C(=O)O)=O ([5-(3-Chlorophenyl)-1-cyclopentyl-1H-indol-3-yl]-oxo-acetic acid). Reaction SMILES: [Cl:1][C:2]1[CH:3]=[C:4]([C:8]2[CH:9]=[C:10]3[C:14](=[CH:15][CH:16]=2)[N:13]([CH:17]2[CH2:21][CH2:20][CH2:19][CH2:18]2)[CH:12]=[CH:11]3)[CH:5]=[CH:6][CH:7]=1.[C:22](Cl)([C:24](Cl)=[O:25])=[O:23].C1C[O:31]CC1>>[Cl:1][C:2]1[CH:3]=[C:4]([C:8]2[CH:9]=[C:10]3[C:14](=[CH:15][CH:16]=2)[N:13]([CH:17]2[CH2:21][CH2:20][CH2:19][CH2:18]2)[CH:12]=[C:11]3[C:24](=[O:25])[C:22]([OH:31])=[O:23])[CH:5]=[CH:6][CH:7]=1. Reported procedure: The product from Step 3 of Example 45 was dissolved in 0.5 ml anhydrous THF and 50 μL (COCl)2 was added. The solution was mixed at room temperature overnight with orbital shaking. An aliquot removed for LC analysis indicated that the reaction was complete. The solution was added to 1 mL aqueous NaHCO3 and the vial was capped and shaken. 0.1 mL 2N HCl was added and the vial was again capped and shaken. The reaction was concentrated to dryness under vacuum. The residue was purified by RP-HPLC (see...